From a dataset of the Open Reaction Database (ORD), a public repository of structured organic reaction records. describe an organic reaction: reactants, conditions, products, and yield Starting materials: CS(=O)(=O)OC=1C=CC2=C(C(C(O2)OCC)(C)C)C1 (2-ethoxy-2,3-dihydro-3,3-dimethylbenzofuran-5-yl methanesulphonate), C(C)(=O)OC(C)=O (acetic anhydride), S(O)(O)(=O)=O (sulphuric acid), C([O-])(O)=O.[Na+] (sodium bicarbonate). Conditions: time 2 hour. The product is CS(=O)(=O)OC=1C=CC2=C(C(C(O2)OC(C)=O)(C)C)C1 (2-acetoxy-2,3-dihydro-3,3-dimethylbenzofuran-5-yl methanesulphonate). As a reaction SMILES: [CH3:1][S:2]([O:5][C:6]1[CH:7]=[CH:8][C:9]2[O:13][CH:12]([O:14][CH2:15][CH3:16])[C:11]([CH3:18])([CH3:17])[C:10]=2[CH:19]=1)(=[O:4])=[O:3].C(OC(=O)C)(=[O:22])C.S(=O)(=O)(O)O.C(=O)(O)[O-].[Na+]>>[CH3:1][S:2]([O:5][C:6]1[CH:7]=[CH:8][C:9]2[O:13][CH:12]([O:14][C:15](=[O:22])[CH3:16])[C:11]([CH3:18])([CH3:17])[C:10]=2[CH:19]=1)(=[O:3])=[O:4] |f:3.4|. Procedure: 2-ethoxy-2,3-dihydro-3,3-dimethylbenzofuran-5-yl methanesulphonate (7 parts) was treated with a mixture of acetic anhydride (20 parts) and sulphuric acid (0.6 parts) and left at 50° C. for two hours. The solution was then poured into an excess of ice and sodium bicarbonate. An oil precipitated which solidified and was filtered off and recrystallised from 90% aqueous ethanol to give 2-acetoxy-2,3-dihydro-3,3-dimethylbenzofuran-5-yl methanesulphonate (6.6 parts), melting point 83°-85° C. The reactants are CNC(=S)NC#N, CC#N, Cc1[nH]cnc1CSCCN, [Na+], [Na+], O=S(=O)([O-])[O-]. Yields the product CNC(=NC#N)NCCSCc1nc[nH]c1C. Reaction SMILES: [C:1](#[N:2])[NH:3][C:4](=[S:5])[NH:6][CH3:7].[CH3:26][C:27]#[N:28].[CH3:8][c:9]1[c:10]([CH2:14][S:15][CH2:16][CH2:17][NH2:18])[n:11][cH:12][nH:13]1.[Na+:19].[Na+:20].[O-:21][S:22](=[O:23])(=[O:24])[O-:25]>>[C:1](#[N:2])[N:3]=[C:4]([NH:6][CH3:7])[NH:18][CH2:17][CH2:16][S:15][CH2:14][c:10]1[c:9]([CH3:8])[nH:13][cH:12][n:11]1. The reactants are C(C)(C)(C)OC(NC1CCC(CC1)NC(C1=CC(=CC(=C1)O)OC1=CC=C(C=C1)C#N)=O)=O ({4-[3-(4-cyano-phenoxy)-5-hydroxy-benzoylamino]-cyclohexyl}-carbamic acid tert-butyl ester), FC1=CC=C(C=O)C=C1 (4-fluorobenzaldehyde). Product: C(C)(C)(C)OC(NC1CCC(CC1)NC(C1=CC(=CC(=C1)OC1=CC=C(C=C1)C=O)OC1=CC=C(C=C1)C#N)=O)=O ({4-[3-(4-Cyano-phenoxy)-5-(4-formyl-phenoxy)-benzoylamino]-cyclohexyl}-carbamic acid tert-butyl ester). The yield is 60.0%. Reaction SMILES: [C:1]([O:5][C:6](=[O:33])[NH:7][CH:8]1[CH2:13][CH2:12][CH:11]([NH:14][C:15](=[O:32])[C:16]2[CH:21]=[C:20]([OH:22])[CH:19]=[C:18]([O:23][C:24]3[CH:29]=[CH:28][C:27]([C:30]#[N:31])=[CH:26][CH:25]=3)[CH:17]=2)[CH2:10][CH2:9]1)([CH3:4])([CH3:3])[CH3:2].F[C:35]1[CH:42]=[CH:41][C:38]([CH:39]=[O:40])=[CH:37][CH:36]=1>>[C:1]([O:5][C:6](=[O:33])[NH:7][CH:8]1[CH2:13][CH2:12][CH:11]([NH:14][C:15](=[O:32])[C:16]2[CH:21]=[C:20]([O:22][C:35]3[CH:42]=[CH:41][C:38]([CH:39]=[O:40])=[CH:37][CH:36]=3)[CH:19]=[C:18]([O:23][C:24]3[CH:29]=[CH:28][C:27]([C:30]#[N:31])=[CH:26][CH:25]=3)[CH:17]=2)[CH2:10][CH2:9]1)([CH3:4])([CH3:2])[CH3:3]. Procedure: Using 3.0 g (6.6 mmol) of {4-[3-(4-cyano-phenoxy)-5-hydroxy-benzoylamino]-cyclohexyl}-carbamic acid tert-butyl ester and 4-fluorobenzaldehyde (1.66 g, 13.3 mmol) and following the procedure of Example 42(b) afforded 2.2 g of the required product. 1H NMR (DMSO-d6): δ 1.25 (4H, m), 1.4 (9H, s), 1.8 (4H, m), 3.18 (1H, m), 3.68 (1H, m), 6.75 (1H, d), 7.25 (4H, m), 7.50 (2H, s), 7.82 (2H, d), 7.95 (2H, d), 8.38 (1H, d), 9.94 (1H, s). Reactants: [Ag+], O=C1CCC(=O)N1Br, ClC(Cl)(Cl)Cl, O=C(OOC(=O)c1ccccc1)c1ccccc1, CCCCCC, ClCCl, Cc1ccc([N+](=O)[O-])c(F)c1, O=[N+]([O-])[O-]. The product is O=Cc1ccc([N+](=O)[O-])c(F)c1. As a reaction SMILES: [Ag+:56].[Br:12][N:13]1[C:14](=[O:16])[CH2:17][CH2:18][C:19]1=[O:15].[C:20]([Cl:21])([Cl:22])([Cl:23])[Cl:24].[C:25]([O:26][O:27][C:28](=[O:29])[c:30]1[cH:31][cH:32][cH:33][cH:34][cH:35]1)(=[O:36])[c:37]1[cH:38][cH:39][cH:40][cH:41][cH:42]1.[CH3:46][CH2:47][CH2:48][CH2:49][CH2:50][CH3:51].[Cl:43][CH2:44][Cl:45].[F:1][c:2]1[cH:3][c:4]([CH3:11])[cH:5][cH:6][c:7]1[N+:8](=[O:9])[O-:10].[N+:52]([O-:53])([O-:54])=[O:55]>>[F:1][c:2]1[cH:3][c:4]([CH:11]=[O:15])[cH:5][cH:6][c:7]1[N+:8](=[O:9])[O-:10].